Dataset: the Open Reaction Database (ORD), a public repository of structured organic reaction records. Task: describe an organic reaction: reactants, conditions, products, and yield Reactants: FC(C(=O)O)(F)F.FC(C(=O)O)(F)F.ClC=1C=NC=2NC=3C=NC=C(CCC4=C(C=CC(NC1N2)=C4)NC(CC4CCNCC4)=O)C3 (N-[6-chloro-2,4,8,18,22-pentaazatetracyclo[14.3.1.1(3,7).1(9,13)]docosa-1(20),3(22),4,6,9(21),10,12,16,18-nonaen-12-yl]-2-piperidin-4-ylacetamide bis(trifluoroacetate)), C(#N)C1=CC=C(C(=O)Cl)C=C1 (4-cyanobenzoyl chloride). Product: FC(C(=O)O)(F)F.FC(C(=O)O)(F)F.ClC=1C=NC=2NC=3C=NC=C(CCC4=C(C=CC(NC1N2)=C4)NC(CC4CCN(CC4)C(C4=CC=C(C=C4)C#N)=O)=O)C3 (N-[6-Chloro-2,4,8,18,22-pentaazatetracyclo[14.3.1.1(3,7).1(9,13)]docosa-1(20),3(22),4,6,9(21),10,12,16,18-nonaen-12-yl]-2-[1-(4-cyanobenzoyl)piperidin-4-yl]acetamide bis(trifluoroacetate)). Yield: 49.0%. Reaction SMILES: [F:1][C:2]([F:7])([F:6])[C:3]([OH:5])=[O:4].[F:8][C:9]([F:14])([F:13])[C:10]([OH:12])=[O:11].[Cl:15][C:16]1[CH:17]=[N:18][C:19]2[NH:20][C:21]3[CH:22]=[N:23][CH:24]=[C:25]([CH:47]=3)[CH2:26][CH2:27][C:28]3[CH:36]=[C:32]([NH:33][C:34]=1[N:35]=2)[CH:31]=[CH:30][C:29]=3[NH:37][C:38](=[O:46])[CH2:39][CH:40]1[CH2:45][CH2:44][NH:43][CH2:42][CH2:41]1.[C:48]([C:50]1[CH:58]=[CH:57][C:53]([C:54](Cl)=[O:55])=[CH:52][CH:51]=1)#[N:49]>>[F:1][C:2]([F:7])([F:6])[C:3]([OH:5])=[O:4].[F:8][C:9]([F:14])([F:13])[C:10]([OH:12])=[O:11].[Cl:15][C:16]1[CH:17]=[N:18][C:19]2[NH:20][C:21]3[CH:22]=[N:23][CH:24]=[C:25]([CH:47]=3)[CH2:26][CH2:27][C:28]3[CH:36]=[C:32]([NH:33][C:34]=1[N:35]=2)[CH:31]=[CH:30][C:29]=3[NH:37][C:38](=[O:46])[CH2:39][CH:40]1[CH2:45][CH2:44][N:43]([C:54](=[O:55])[C:53]2[CH:57]=[CH:58][C:50]([C:48]#[N:49])=[CH:51][CH:52]=2)[CH2:42][CH2:41]1 |f:0.1.2,4.5.6|. Procedure: The desired compound was prepared according to the procedure of Example A20 using of N-[6-chloro-2,4,8,18,22-pentaazatetracyclo[14.3.1.1(3,7).1(9,13)]docosa-1(20),3(22),4,6,9(21),10,12,16,18-nonaen-12-yl]-2-piperidin-4-ylacetamide bis(trifluoroacetate) and 4-cyanobenzoyl chloride as starting materials in 49% yield. LCMS for C32H30ClN8O2 (M+H)+: m/z=593.2.